Dataset: the Open Reaction Database (ORD), a public repository of structured organic reaction records. Task: describe an organic reaction: reactants, conditions, products, and yield Reactants: BrC1=C(C=CC(=C1)C(C(=O)OC(C)(C)C)C)NCC1=C(C(=O)O)C=CC=C1 (2-((2-bromo-4-(1-tert-butoxy-1-oxopropan-2-yl)phenylamino)methyl)benzoic acid), Cl.CN(CCCN=C=NCC)C (1-(3-(dimethylamino)propyl)-3-ethylcarbodiimide hydrochloride). The reagents and catalysts are CN(C1=CC=NC=C1)C (4-dimethylaminopyridine). Solvent: C(Cl)Cl (methylene chloride). Conditions: temperature 0 celsius. Yields the product BrC=1C=C(C=CC1N1C(C2=CC=CC=C2C1)=O)C(C(=O)OC(C)(C)C)C (tert-butyl 2-(3-bromo-4-(1-oxoisoindolin-2-yl)phenyl)propanoate). Isolated yield 84.4%. RXN SMILES: [Br:1][C:2]1[CH:7]=[C:6]([CH:8]([CH3:16])[C:9]([O:11][C:12]([CH3:15])([CH3:14])[CH3:13])=[O:10])[CH:5]=[CH:4][C:3]=1[NH:17][CH2:18][C:19]1[CH:27]=[CH:26][CH:25]=[CH:24][C:20]=1[C:21]([OH:23])=O.Cl.CN(C)CCCN=C=NCC>CN(C)C1C=CN=CC=1.C(Cl)Cl>[Br:1][C:2]1[CH:7]=[C:6]([CH:8]([CH3:16])[C:9]([O:11][C:12]([CH3:14])([CH3:13])[CH3:15])=[O:10])[CH:5]=[CH:4][C:3]=1[N:17]1[CH2:18][C:19]2[C:20](=[CH:24][CH:25]=[CH:26][CH:27]=2)[C:21]1=[O:23] |f:1.2|. Reported procedure: A mixture of 2-((2-bromo-4-(1-tert-butoxy-1-oxopropan-2-yl)phenylamino)methyl)benzoic acid (4.40 g, 10.1 mmol), 1-(3-(dimethylamino)propyl)-3-ethylcarbodiimide hydrochloride (2.13 g, 11.1 mmol) and 4-dimethylaminopyridine (0.617 g, 5.05 mmol) in methylene chloride (80 mL) was stirred at 0° C. and was allowed to warm to room temperature overnight. The mixture was then concentrated and the residue was purified by flash chromatography (silica, 4:1 hexanes/ethyl acetate) to afford tert-butyl 2-(3-br... The product is CC(C)(C)OC(=O)N1CC(CC(=O)NNC(=O)Nc2ccc(Br)cc2F)C1. The reactants are O=C=Nc1ccc(Br)cc1F, ClCCl, CC(C)(C)OC(=O)N1CC(CC(=O)NN)C1. RXN SMILES: [Br:17][c:18]1[cH:19][c:20]([F:27])[c:21]([N:24]=[C:25]=[O:26])[cH:22][cH:23]1.[Cl:28][CH2:29][Cl:30].[NH:1]([NH2:2])[C:3]([CH2:4][CH:5]1[CH2:6][N:7]([C:9](=[O:10])[O:11][C:12]([CH3:13])([CH3:14])[CH3:15])[CH2:8]1)=[O:16]>>[NH:1]([NH:2][C:25]([NH:24][c:21]1[c:20]([F:27])[cH:19][c:18]([Br:17])[cH:23][cH:22]1)=[O:26])[C:3]([CH2:4][CH:5]1[CH2:6][N:7]([C:9](=[O:10])[O:11][C:12]([CH3:13])([CH3:14])[CH3:15])[CH2:8]1)=[O:16]. Reagents/catalysts: [C].[Pd] (palladium-carbon). The yield is 87.0%. Reactants: C(C1=CC=CC=C1)OC(=O)NC=1C=C2C(=C(N(C(C2=CC1)=O)CC(C)C)CNC(=O)OC(C)(C)C)C1=CC=CC=C1 (6-benzyloxycarbonylamino-3-tert-butoxycarbonylaminomethyl-2-isobutyl-4-phenyl-1(2H)-isoquinolinone), Example 110 ( 1 ), C(C)O (ethanol). The product is NC=1C=C2C(=C(N(C(C2=CC1)=O)CC(C)C)CNC(=O)OC(C)(C)C)C1=CC=CC=C1 (6-amino-3-tert-butoxycarbonylaminomethyl-2isobutyl-4-phenyl-1(2H)-isoquinolinone). Run in O1CCCC1 (tetrahydrofuran). Reported procedure: To a mixed solution of 6-benzyloxycarbonylamino-3-tert-butoxycarbonylaminomethyl-2-isobutyl-4-phenyl-1(2H)-isoquinolinone (synthesized according to the method similar to that in Example 110 (1)) (0.45 g, 0.81 mmol) in tetrahydrofuran (20 ml) and ethanol (20 ml) was added 5% palladium-carbon (0.1 g). The obtained mixture was hydrogenated, at ambient temperature and atmospheric pressure. The catalyst was filtered off and the filtrate was concentrated under reduced pressure. The precipitated crysta... Reaction SMILES: C(OC([NH:11][C:12]1[CH:13]=[C:14]2[C:19](=[CH:20][CH:21]=1)[C:18](=[O:22])[N:17]([CH2:23][CH:24]([CH3:26])[CH3:25])[C:16]([CH2:27][NH:28][C:29]([O:31][C:32]([CH3:35])([CH3:34])[CH3:33])=[O:30])=[C:15]2[C:36]1[CH:41]=[CH:40][CH:39]=[CH:38][CH:37]=1)=O)C1C=CC=CC=1.C(O)C>O1CCCC1.[C].[Pd]>[NH2:11][C:12]1[CH:13]=[C:14]2[C:19](=[CH:20][CH:21]=1)[C:18](=[O:22])[N:17]([CH2:23][CH:24]([CH3:26])[CH3:25])[C:16]([CH2:27][NH:28][C:29]([O:31][C:32]([CH3:35])([CH3:33])[CH3:34])=[O:30])=[C:15]2[C:36]1[CH:37]=[CH:38][CH:39]=[CH:40][CH:41]=1 |f:3.4|. Reactants: BrC=1C=NC=C(C(=O)OC)C1 (methyl 5-bromonicotinate), C(C)C1=CC=C(C=C1)B(O)O (4-ethylphenylboronic acid). Product: C(C)C1=CC=C(C=C1)C=1C=C(C=NC1)C(=O)OC (Methyl 5-(4-ethylphenyl)pyridine-3-carboxylate). RXN SMILES: Br[C:2]1[CH:3]=[N:4][CH:5]=[C:6]([CH:11]=1)[C:7]([O:9][CH3:10])=[O:8].[CH2:12]([C:14]1[CH:19]=[CH:18][C:17](B(O)O)=[CH:16][CH:15]=1)[CH3:13]>>[CH2:12]([C:14]1[CH:19]=[CH:18][C:17]([C:2]2[CH:11]=[C:6]([C:7]([O:9][CH3:10])=[O:8])[CH:5]=[N:4][CH:3]=2)=[CH:16][CH:15]=1)[CH3:13]. Procedure: According to General Method 3A, 32 g (148 mmol) of methyl 5-bromonicotinate and 27 g (178 mmol, 1.2 eq.) of 4-ethylphenylboronic acid were reacted. Yield: 24 g (64% of theory) Reactants: C(C)NC1=NC(=NC=C1C=O)SC (4-Ethylamino-2-methylsulfanyl-pyrimidine-5-carboxaldehyde), C(C)NC1=NC(=NC=C1C=O)SC (4-ethylamino-2-methylsulfanyl-pyrimidine-5-carboxaldehyde), COC=1C=C(C=C(C1)OC)CC#N (3,5-dimethoxyphenylacetonitrile), C(=O)([O-])[O-].[K+].[K+] (K2CO3). The solvent is CN(C)C=O (DMF). Yields the product COC=1C=C(C=C(C1)OC)C1=CC2=C(N=C(N=C2)SC)N(C1=N)CC (6-(3,5-Dimethoxy-phenyl)-8-ethyl-2-methylsulfanyl-8H-pyrido[2,3-d]pyrimidin-7-ylideneamine). Yield: 76.0%. Reaction SMILES: [CH2:1]([NH:3][C:4]1[C:9]([CH:10]=O)=[CH:8][N:7]=[C:6]([S:12][CH3:13])[N:5]=1)[CH3:2].CO[C:16]1[CH:17]=[C:18]([CH2:24][C:25]#[N:26])[CH:19]=[C:20]([O:22][CH3:23])[CH:21]=1.[C:27]([O-:30])([O-])=O.[K+].[K+]>CN(C=O)C>[CH3:23][O:22][C:20]1[CH:19]=[C:18]([C:24]2[C:25](=[NH:26])[N:3]([CH2:1][CH3:2])[C:4]3[N:5]=[C:6]([S:12][CH3:13])[N:7]=[CH:8][C:9]=3[CH:10]=2)[CH:17]=[C:16]([O:30][CH3:27])[CH:21]=1 |f:2.3.4|. Procedure: To a solution of the product of Example 3, 4-ethylamino-2-methylsulfanyl-pyrimidine-5-carboxaldehyde (37.0 g, 0.19 mol) and 3,5-dimethoxyphenylacetonitrile (37.0 g, 0.21 mol) in DMF (300 mL) was added portionwise anhydrous K2CO3 (130 g) with stirring. The reaction mixture was heated overnight at 105–110° C. and filtered hot. The insoluble salts were washed with DMF (100 mL), and water was added to the warm filtrate until the solution just turned turbid. Crystals developed upon seeding or inducem... RXN SMILES: [CH2:1]([CH3:2])[CH:3]([C:4](=[O:5])[O-:6])[S:7](=[O:8])(=[O:9])[c:10]1[c:11]([Cl:26])[c:12]2[c:13]([c:14](-[c:17]3[c:18]([F:23])[cH:19][cH:20][cH:21][cH:22]3)[n:15][o:16]2)[cH:24][cH:25]1.[CH3:30][OH:31].[ClH:29].[Na+:28].[OH-:27]>>[CH2:3]([C:4](=[O:5])[OH:6])[S:7](=[O:8])(=[O:9])[c:10]1[c:11]([Cl:26])[c:12]2[c:13]([c:14](-[c:17]3[c:18]([F:23])[cH:19][cH:20][cH:21][cH:22]3)[n:15][o:16]2)[cH:24][cH:25]1. The product is O=C(O)CS(=O)(=O)c1ccc2c(-c3ccccc3F)noc2c1Cl. Reactants: CCC(C(=O)[O-])S(=O)(=O)c1ccc2c(-c3ccccc3F)noc2c1Cl, CO, Cl, [Na+], [OH-]. The reactants are COc1nc(C)c(C(=O)O)s1, O=C(Cl)Cl, Clc1ccccc1. Yields the product COc1nc(C)c(C(=O)O)s1, [Cl-]. As a reaction SMILES: [CH3:1][O:2][c:3]1[s:4][c:5]([C:9](=[O:10])[OH:11])[c:6]([CH3:8])[n:7]1.[Cl:12][C:13](=[O:14])[Cl:15].[Cl:16][c:17]1[cH:18][cH:19][cH:20][cH:21][cH:22]1>>[CH3:1][O:2][c:3]1[s:4][c:5]([C:9](=[O:10])[OH:11])[c:6]([CH3:8])[n:7]1.[Cl-:12].